This data is from the Open Reaction Database (ORD), a public repository of structured organic reaction records. The task is: describe an organic reaction: reactants, conditions, products, and yield The reactants are C(C)(=O)OCC (ethyl acetate), C(C1=CC=CC=C1)N1N=CC=C1NC1CCC(CC1)O[Si](C)(C)C(C)(C)C (1-benzyl-N-(4-{[tert-butyl(dimethyl)silyl]oxy}cyclohexyl)-1H-pyrazol-5-amine), C(C)(=O)O (acetic acid), C(=O)[O-].[NH4+] (ammonium formate). Reagents/catalysts: [OH-].[Pd+2].[OH-] (palladium hydroxide). Solvent: C(C)O (ethanol). Run at temperature 80 celsius, time 2 hour. Product: [Si](C)(C)(C(C)(C)C)OC1CCC(CC1)NC1=CC=NN1 (N-(4-{[tert-butyl(dimethyl)silyl]oxy}cyclohexyl)-1H-pyrazol-5-amine). Yield: 68.3%. Reaction SMILES: C([N:8]1[C:12]([NH:13][CH:14]2[CH2:19][CH2:18][CH:17]([O:20][Si:21]([C:24]([CH3:27])([CH3:26])[CH3:25])([CH3:23])[CH3:22])[CH2:16][CH2:15]2)=[CH:11][CH:10]=[N:9]1)C1C=CC=CC=1.C(O)(=O)C.C([O-])=O.[NH4+].C(OCC)(=O)C>C(O)C.[OH-].[Pd+2].[OH-]>[Si:21]([O:20][CH:17]1[CH2:18][CH2:19][CH:14]([NH:13][C:12]2[NH:8][N:9]=[CH:10][CH:11]=2)[CH2:15][CH2:16]1)([C:24]([CH3:27])([CH3:26])[CH3:25])([CH3:22])[CH3:23] |f:2.3,6.7.8|. Procedure details: To a suspension of 1-benzyl-N-(4-{[tert-butyl(dimethyl)silyl]oxy}cyclohexyl)-1H-pyrazol-5-amine (1.3 g) and palladium hydroxide (10 wt %, 1.27 g) in ethanol (6 mL)-acetic acid (0.6 mL) was added ammonium formate (0.62 g) by small portions at 80° C. After stirring at 80° C. for 2 hr, the mixture was allowed to cool, ethyl acetate was added, and the insoluble material was filtered off. Saturated aqueous sodium hydrogen carbonate was added to the filtrate, and the mixture was extracted with ethyl a... The reactants are NC1=C(C(=O)O)C(=CC=C1)C (2-amino-6-methylbenzoic acid), CuSO4.5H2O, [Na+].[Br-] (NaBr), Cu, N(=O)[O-].[Na+] (NaNO2), ice, [OH-].[Na+] (NaOH), C (charcoal). The solvent is CCOCC (Et2O), O (H2O), Br (HBr), Br (HBr), O (H2O). Run at time 1 hour. The product is Cuprous bromide, BrC1=C(C(=O)O)C(=CC=C1)C (2-bromo-6-methylbenzoic acid). The yield is 49.3%. RXN SMILES: [Na+].[Br-:2].N[C:4]1[CH:12]=[CH:11][CH:10]=[C:9]([CH3:13])[C:5]=1[C:6]([OH:8])=[O:7].N([O-])=O.[Na+].[OH-].[Na+].C>Br.O.CCOCC>[Br:2][C:4]1[CH:12]=[CH:11][CH:10]=[C:9]([CH3:13])[C:5]=1[C:6]([OH:8])=[O:7] |f:0.1,3.4,5.6|. Reported procedure: Cuprous bromide was prepared by heating a deep purple solution of CuSO4.5H2O (33 mmol, 8.25 g) and NaBr (66 mmol, 6.75 g) in HBr (33 mL, 48%) and adding Cu powder (66 mmol, 4.2 g) in portions until the purple solution became a colorless solution. This solution was then added in portions to a hot solution (ca.90° C.) of 2-amino-6-methylbenzoic acid (33 mmol, 5 g) in H2O (80 mL) and HBr (11.5 mL). This was followed by the dropwise addition of a solution of NaNO2 (99 mmol, 6.85 g) in H2O (20 mL) to... Starting materials: O=C(O)C(F)(F)F, COc1ccc(CN(c2cc(NC3CCC(N)CC3)nn3c(C(=O)Nc4ccnc(F)c4)cnc23)C2CC2)cc1. Yields the product NC1CCC(Nc2cc(NC3CC3)c3ncc(C(=O)Nc4ccnc(F)c4)n3n2)CC1. Reaction SMILES: [F:41][C:42]([F:43])([F:44])[C:45]([OH:46])=[O:47].[NH2:1][CH:2]1[CH2:3][CH2:4][CH:5]([NH:8][c:9]2[cH:10][c:11]([N:28]([CH2:29][c:30]3[cH:31][cH:32][c:33]([O:34][CH3:35])[cH:36][cH:37]3)[CH:38]3[CH2:39][CH2:40]3)[c:12]3[n:13]([n:14]2)[c:15]([C:18](=[O:19])[NH:20][c:21]2[cH:22][c:23]([F:27])[n:24][cH:25][cH:26]2)[cH:16][n:17]3)[CH2:6][CH2:7]1>>[NH2:1][CH:2]1[CH2:3][CH2:4][CH:5]([NH:8][c:9]2[cH:10][c:11]([NH:28][CH:38]3[CH2:39][CH2:40]3)[c:12]3[n:13]([n:14]2)[c:15]([C:18](=[O:19])[NH:20][c:21]2[cH:22][c:23]([F:27])[n:24][cH:25][cH:26]2)[cH:16][n:17]3)[CH2:6][CH2:7]1. RXN SMILES: [CH2:1]([O:8][C@@H:9]1[C@@H:23]([OH:24])[C@@H:22]([O:25][CH2:26][C:27]2[CH:32]=[CH:31][CH:30]=[CH:29][CH:28]=2)[C@@H:21]([CH2:33][O:34][C:35](=[O:40])[C:36]([CH3:39])([CH3:38])[CH3:37])[O:20][C@H:10]1[O:11][CH2:12][CH2:13][CH2:14][CH2:15][CH2:16][CH2:17][CH2:18][CH3:19])[C:2]1[CH:7]=[CH:6][CH:5]=[CH:4][CH:3]=1.N1C=CC=CC=1.[C:47](OC(=O)C)(=[O:49])[CH3:48]>C1(C)C=CC=CC=1>[C:47]([O:24][C@H:23]1[C@@H:22]([O:25][CH2:26][C:27]2[CH:28]=[CH:29][CH:30]=[CH:31][CH:32]=2)[C@@H:21]([CH2:33][O:34][C:35](=[O:40])[C:36]([CH3:39])([CH3:38])[CH3:37])[O:20][C@@H:10]([O:11][CH2:12][CH2:13][CH2:14][CH2:15][CH2:16][CH2:17][CH2:18][CH3:19])[C@@H:9]1[O:8][CH2:1][C:2]1[CH:7]=[CH:6][CH:5]=[CH:4][CH:3]=1)(=[O:49])[CH3:48]. The solvent is C1(=CC=CC=C1)C (toluene). Conditions: time 2 hour. Yields the product C(C)(=O)O[C@@H]1[C@H]([C@H](OCCCCCCCC)O[C@@H]([C@@H]1OCC1=CC=CC=C1)COC(C(C)(C)C)=O)OCC1=CC=CC=C1 (Octyl 3-O-Acetyl-2,4-di-O-benzyl-6-O-pivaloyl-β-D-galactopyranoside). Procedure: Compound 17 (10 mg, 18.0 μmol) was dissolved by addition of pyridine (1 mL). Acetic anhydride (0.5 mL) was added to the solution, and the mixture was stirred at the room temperature for 2 hours. The solvent was subjected to azeotropy with toluene, and the residue was purified with Sephadex LH-20 (CHCl3:MeOH=1:2) to obtain Compound 18 (11 mg, qu.). The reactants are C(C1=CC=CC=C1)O[C@H]1[C@H](OCCCCCCCC)O[C@@H]([C@@H]([C@@H]1O)OCC1=CC=CC=C1)COC(C(C)(C)C)=O (Octyl 2,4-di-O-Benzyl-6-O-pivaloyl-β-D-galactopyranoside), N1=CC=CC=C1 (pyridine), C(C)(=O)OC(C)=O (Acetic anhydride). Starting materials: CC(=O)OCc1ccc(C2C(C)C(=O)N(OCC[Si](C)(C)C)S2(=O)=O)c(Br)c1, CC(=O)Cl, CC#N, CO. The product is CC1C(=O)N(OCC[Si](C)(C)C)S(=O)(=O)C1c1ccc(CO)cc1Br. As a reaction SMILES: [C:1](=[O:2])([CH3:3])[O:4][CH2:5][c:6]1[cH:7][c:8]([Br:28])[c:9]([CH:12]2[CH:13]([CH3:27])[C:14](=[O:26])[N:15]([O:19][CH2:20][CH2:21][Si:22]([CH3:23])([CH3:24])[CH3:25])[S:16]2(=[O:17])=[O:18])[cH:10][cH:11]1.[CH3:29][C:30](=[O:31])[Cl:32].[CH3:33][C:34]#[N:35].[CH3:36][OH:37]>>[OH:4][CH2:5][c:6]1[cH:7][c:8]([Br:28])[c:9]([CH:12]2[CH:13]([CH3:27])[C:14](=[O:26])[N:15]([O:19][CH2:20][CH2:21][Si:22]([CH3:23])([CH3:24])[CH3:25])[S:16]2(=[O:17])=[O:18])[cH:10][cH:11]1. Reactants: Cl (hydrogen chloride), [BH4-].[Na+] (Sodium borohydride), COC(C1=CC(=CC=C1)CN(CCC=1C=NC=CC1)CCCOC=1C=C2C=CC(N(C2=CC1)C)=O)=O (3-{[N-[3-(1-methyl-2-oxo-1,2-dihydroquinolin-6-yloxy)propyl]-N-(2-pyridin-3-ylethyl)amino]methyl}benzoic acid methyl ester), CO (Methanol). The solvent is C(C)(=O)OCC (ethyl acetate), C(C)(=O)OCC (ethyl acetate), O (Water). Conditions: time 1.5 hour. Product: Cl.Cl.OCC=1C=C(CN(CCC=2C=NC=CC2)CCCOC=2C=C3C=CC(N(C3=CC2)C)=O)C=CC1 (6-{3-[N-(3-hydroxymethylbenzyl)-N-(2-pyridin-3-ylethyl)amino]propoxy}-1-methyl-1H-quinolin-2-one dihydrochloride). Reaction SMILES: [BH4-].[Na+].C[O:4][C:5](=O)[C:6]1[CH:11]=[CH:10][CH:9]=[C:8]([CH2:12][N:13]([CH2:22][CH2:23][CH2:24][O:25][C:26]2[CH:27]=[C:28]3[C:33](=[CH:34][CH:35]=2)[N:32]([CH3:36])[C:31](=[O:37])[CH:30]=[CH:29]3)[CH2:14][CH2:15][C:16]2[CH:17]=[N:18][CH:19]=[CH:20][CH:21]=2)[CH:7]=1.CO.[ClH:41]>C(OCC)(=O)C.O>[ClH:41].[ClH:41].[OH:4][CH2:5][C:6]1[CH:7]=[C:8]([CH:9]=[CH:10][CH:11]=1)[CH2:12][N:13]([CH2:22][CH2:23][CH2:24][O:25][C:26]1[CH:27]=[C:28]2[C:33](=[CH:34][CH:35]=1)[N:32]([CH3:36])[C:31](=[O:37])[CH:30]=[CH:29]2)[CH2:14][CH2:15][C:16]1[CH:17]=[N:18][CH:19]=[CH:20][CH:21]=1 |f:0.1,7.8.9|. Reported procedure: Sodium borohydride (16.5 mg) was added to a THE solution (4 ml) of 3-{[N-[3-(1-methyl-2-oxo-1,2-dihydroquinolin-6-yloxy)propyl]-N-(2-pyridin-3-ylethyl)amino]methyl}benzoic acid methyl ester (192 mg). Methanol (1 ml) was added to the mixture and stirred for 1.5 hour while heated under reflux. The reaction liquid was cooled to room temperature. Water was added to the reaction mixture, followed by extraction with dichloromethane. The organic layer was dried over anhydrous sodium sulfate. The filtra... Reactants: BrC=1N=CC(=NC1)N (5-Bromopyrazin-2-amine), C[O-].[Na+].CO (NaOMe MeOH). Run at temperature 140 celsius. The product is COC=1N=CC(=NC1)N (5-methoxypyrazin-2-amine). Yield: 31.7%. RXN SMILES: Br[C:2]1[N:3]=[CH:4][C:5]([NH2:8])=[N:6][CH:7]=1.[CH3:9][O-:10].[Na+].CO>>[CH3:9][O:10][C:2]1[N:3]=[CH:4][C:5]([NH2:8])=[N:6][CH:7]=1 |f:1.2.3|. Procedure details: 5-Bromopyrazin-2-amine (0.11 g, 0.63 mmol) was dissolved in NaOMe/MeOH (0.23 g Na metal in 10 mL MeOH) and heated by microwave irradiation at 140° C. for 7 hours. After evaporation of the solvent, the residue was purified by preparative TLC, eluting with 30% ethyl acetate-n-hexane, to give 5-methoxypyrazin-2-amine (25 mg, 32%).